From a dataset of the Open Reaction Database (ORD), a public repository of structured organic reaction records. describe an organic reaction: reactants, conditions, products, and yield Starting materials: [BH4-], CCO, [Na+], Cc1ccc(C2=CC(=O)CC2)cc1. The product is Cc1ccc(C2=CC(O)CC2)cc1. Reaction SMILES: [BH4-:14].[CH3:16][CH2:17][OH:18].[Na+:15].[c:1]1([CH3:13])[cH:2][cH:3][c:4]([C:7]2=[CH:8][C:9](=[O:12])[CH2:10][CH2:11]2)[cH:5][cH:6]1>>[c:1]1([CH3:13])[cH:2][cH:3][c:4]([C:7]2=[CH:8][CH:9]([OH:12])[CH2:10][CH2:11]2)[cH:5][cH:6]1. Procedure: To a suspension of 1-(4-(trifluoromethyl)phenylsulfonyl)-2,3-dihydro-1H-pyrido[2,3-b][1,4]oxazine-7-carbonitrile (30 mg, 0.081 mmol) in toluene (2 mL) was added 1,2-diamino-2-methylpropane (200 μL, 1.908 mmol) and sulfur (20.84 mg, 0.081 mmol). The reaction was heated to 95° C. and stirred at that temperature for 2 h. The reaction mixture was load directly onto a silica gel column and was purified by flash column chromatography using a gradient elution of hexanes with 20-100% EtOAc to provide 7-... Yield: 32.1%. Reaction conditions: temperature 95 celsius, time 2 hour. Solvent: C1(=CC=CC=C1)C (toluene). Starting materials: NCC(C)(C)N (1,2-diamino-2-methylpropane), [S] (sulfur), FC(C1=CC=C(C=C1)S(=O)(=O)N1C2=C(OCC1)N=CC(=C2)C#N)(F)F (1-(4-(trifluoromethyl)phenylsulfonyl)-2,3-dihydro-1H-pyrido[2,3-b][1,4]oxazine-7-carbonitrile). Yields the product CC1(N=C(NC1)C1=CC2=C(OCCN2S(=O)(=O)C2=CC=C(C=C2)C(F)(F)F)N=C1)C (7-(4,4-dimethyl-4,5-dihydro-1H-imidazol-2-yl)-1-(4-(trifluoromethyl)phenylsulfonyl)-2,3-dihydro-1H-pyrido[2,3-b][1,4]oxazine). RXN SMILES: [F:1][C:2]([F:25])([F:24])[C:3]1[CH:8]=[CH:7][C:6]([S:9]([N:12]2[CH2:17][CH2:16][O:15][C:14]3[N:18]=[CH:19][C:20]([C:22]#[N:23])=[CH:21][C:13]2=3)(=[O:11])=[O:10])=[CH:5][CH:4]=1.[NH2:26][CH2:27][C:28](N)([CH3:30])[CH3:29].[S]>C1(C)C=CC=CC=1>[CH3:29][C:28]1([CH3:30])[CH2:27][NH:26][C:22]([C:20]2[CH:19]=[N:18][C:14]3[O:15][CH2:16][CH2:17][N:12]([S:9]([C:6]4[CH:7]=[CH:8][C:3]([C:2]([F:24])([F:1])[F:25])=[CH:4][CH:5]=4)(=[O:10])=[O:11])[C:13]=3[CH:21]=2)=[N:23]1 |^3:31|. Reactants: BrC=1C(CCC1C)O (2-bromo-3-methyl-cyclopent-2-enol), C(C)[Mg]Br (ethyl magnesium bromide). Reagents/catalysts: [Ni](Cl)Cl.C1(=CC=CC=C1)P(CCCP(C1=CC=CC=C1)C1=CC=CC=C1)C1=CC=CC=C1 (1,3-bis(diphenylphosphino)propane nickel (11) chloride). Solvent: C1CCOC1 (THF). Product: C(C)C=1C(CCC1C)O (2-ethyl-3-methyl-cyclopent-2-enol). RXN SMILES: Br[C:2]1[CH:3]([OH:8])[CH2:4][CH2:5][C:6]=1[CH3:7].[CH2:9]([Mg]Br)[CH3:10]>C1COCC1.[Ni](Cl)Cl.C1(P(C2C=CC=CC=2)CCCP(C2C=CC=CC=2)C2C=CC=CC=2)C=CC=CC=1>[CH2:9]([C:2]1[CH:3]([OH:8])[CH2:4][CH2:5][C:6]=1[CH3:7])[CH3:10] |f:3.4|. Procedure details: The alcohol (Intermediate V2, 16 mmol) in THF (30 mL) at 0° C. was treated with ethyl magnesium bromide (40 mmol). The catalyst, 1,3-bis(diphenylphosphino)propane nickel (11) chloride (0.75 mmol) (NiCl2dppp) was added in one portion and the mixture was heated to reflux for 3 hours following the procedure of Organ et al. J. Org. Chem. 1997, 62, 1523, incorporated herein by reference.) The reaction mixture was cooled to rt and quenched with sat. NH4Cl solution. The mixture was filtered and partiti... Reactants: O=C(O)CCCl, Oc1ccc(Cl)c(O)c1, O, O=S(=O)(O)C(F)(F)F. The product is O=C(CCCl)c1cc(Cl)c(O)cc1O. Reaction SMILES: [Cl:18][CH2:19][CH2:20][C:21](=[O:22])[OH:23].[Cl:9][c:10]1[c:11]([OH:17])[cH:12][c:13]([OH:14])[cH:15][cH:16]1.[OH2:24].[OH:1][S:2]([C:3]([F:4])([F:5])[F:6])(=[O:7])=[O:8]>>[Cl:9][c:10]1[c:11]([OH:17])[cH:12][c:13]([OH:14])[c:15]([C:21]([CH2:20][CH2:19][Cl:18])=[O:22])[cH:16]1. The reactants are Cl (hydrochloric acid), C1(CCCCC1)C[C@@H](C(=O)O)[C@@H](CCC)O ((2R,3R)-2-Cyclohexylmethyl-3-hydroxyhexanoic acid), O1C(CCCC1)ON (2-tetrahydropyranyloxyamine), C(CCl)Cl (EDC). Run in ClCCl (dichloromethane). Reaction conditions: temperature 25 celsius, time 8 hour. The product is O1C(CCCC1)ONC([C@@H]([C@@H](CCC)O)CC1CCCCC1)=O ((2R,3R)-2-cyclohexylmethyl-3-hydroxyhexanoic acid 2-tetrahydropyranyloxyamide). Yield: 83.9%. As a reaction SMILES: [CH:1]1([CH2:7][C@H:8]([C@H:12]([OH:16])[CH2:13][CH2:14][CH3:15])[C:9]([OH:11])=O)[CH2:6][CH2:5][CH2:4][CH2:3][CH2:2]1.C(Cl)CCl.[O:21]1[CH2:26][CH2:25][CH2:24][CH2:23][CH:22]1[O:27][NH2:28].Cl>ClCCl>[O:21]1[CH2:26][CH2:25][CH2:24][CH2:23][CH:22]1[O:27][NH:28][C:9](=[O:11])[C@H:8]([CH2:7][CH:1]1[CH2:2][CH2:3][CH2:4][CH2:5][CH2:6]1)[C@H:12]([OH:16])[CH2:13][CH2:14][CH3:15]. Procedure: (2R,3R)-2-Cyclohexylmethyl-3-hydroxyhexanoic acid (3.00 g, 13.1 mmol) is dissolved in 30 mL of anhydrous dichloromethane. EDC (2.77 g, 14.5 mmol) is added followed by 2-tetrahydropyranyloxyamine (3.08 g, 26.3 mmol). The reaction is stirred at 25° C. for 8 h and is then poured into 200 mL of 1 M hydrochloric acid. The mixture is extracted with two 250-mL portions of dichloromethane. The combined organics are then washed with saturated aqueous sodium chloride, dried over sodium sulfate, and concen... Reactants: BrC1C=2C(=NC(=NC2CCC1)C(F)(F)F)Cl (5-bromo-4-chloro-5,6,7,8-tetrahydro-2-trifluoromethylquinazoline), C(C)(=O)[O-].[Na+] (sodium acetate), [OH-].[Na+] (sodium hydroxide), Cl (hydrochloric acid), Cl.N1N=NN=C1C1=C(C=CC=C1)C1=CC=C(C=C1)CN (N-[[2'-(1H-tetrazol-5-yl)[1,1'-biphenyl]-4-yl]methyl]amine hydrochloride). Run in CS(=O)C (DMSO), O (water). Reaction conditions: temperature 40 celsius. The product is O.O.N1N=NN=C1C1=C(C=CC=C1)C1=CC=C(C=C1)CNC1=NC(=NC=2CCCC(C12)O)C(F)(F)F (5,6,7,8-tetrahydro-4-[[[2'-(1H-tetrazol-5-yl)[1,1'-biphenyl]-4-yl]methyl]amino]-2-(trifluoromethyl)-5-quinazolinol dihydrate). RXN SMILES: Br[CH:2]1[CH2:11]CC[C:8]2[N:7]=[C:6]([C:12]([F:15])([F:14])[F:13])[N:5]=[C:4](Cl)[C:3]1=2.[C:17]([O-:20])(=[O:19])[CH3:18].[Na+].Cl.[NH:23]1[C:27]([C:28]2[CH:33]=[CH:32][CH:31]=[CH:30][C:29]=2[C:34]2[CH:39]=[CH:38][C:37]([CH2:40][NH2:41])=[CH:36][CH:35]=2)=[N:26][N:25]=[N:24]1.[OH-:42].[Na+].Cl>O.CS(C)=O>[OH2:19].[OH2:42].[NH:26]1[C:27]([C:28]2[CH:33]=[CH:32][CH:31]=[CH:30][C:29]=2[C:34]2[CH:39]=[CH:38][C:37]([CH2:40][NH:41][C:8]3[C:18]4[CH:17]([OH:20])[CH2:11][CH2:2][CH2:3][C:4]=4[N:5]=[C:6]([C:12]([F:13])([F:15])[F:14])[N:7]=3)=[CH:36][CH:35]=2)=[N:23][N:24]=[N:25]1 |f:1.2,3.4,5.6,10.11.12|. Procedure: To 25 mL of DMSO was added 4.5 g of 5-bromo-4-chloro-5,6,7,8-tetrahydro-2-trifluoromethylquinazoline and 4.7 g of anhydrous sodium acetate. The reaction mixture was warmed for 2 hours at which time 4.1 g of N-[[2'-(1H-tetrazol-5-yl)[1,1'-biphenyl]-4-yl]methyl]amine hydrochloride was added and the reaction was heated to 40° C. overnight. To the crude reaction mixture was added 24 mL of 2.5N aqueous sodium hydroxide. After 1 hour the reaction was diluted with 500 mL of water and was acidified with... The reactants are CCOC(=O)CP(=O)(OCC)OCC, Cc1oc(-c2ccccc2)nc1COc1ccc(OCc2oc(-c3ccccc3)nc2C=O)cc1, CN(C)C=O, [H-], [Na+], O. Yields the product CCOC(=O)C=Cc1nc(-c2ccccc2)oc1COc1ccc(OCc2nc(-c3ccccc3)oc2C)cc1. RXN SMILES: [CH2:36]([O:37][P:38]([O:39][CH2:40][CH3:41])(=[O:42])[CH2:44][C:45](=[O:46])[O:47][CH2:48][CH3:49])[CH3:43].[CH3:1][c:2]1[c:3]([CH2:13][O:14][c:15]2[cH:16][cH:17][c:18]([O:19][CH2:20][c:21]3[c:22]([CH:32]=[O:33])[n:23][c:24](-[c:26]4[cH:27][cH:28][cH:29][cH:30][cH:31]4)[o:25]3)[cH:34][cH:35]2)[n:4][c:5](-[c:7]2[cH:8][cH:9][cH:10][cH:11][cH:12]2)[o:6]1.[CH3:50][N:51]([CH3:52])[CH:53]=[O:54].[H-:55].[Na+:56].[OH2:57]>>[CH3:1][c:2]1[c:3]([CH2:13][O:14][c:15]2[cH:16][cH:17][c:18]([O:19][CH2:20][c:21]3[c:22]([CH:32]=[CH:44][C:45](=[O:46])[O:47][CH2:48][CH3:49])[n:23][c:24](-[c:26]4[cH:27][cH:28][cH:29][cH:30][cH:31]4)[o:25]3)[cH:34][cH:35]2)[n:4][c:5](-[c:7]2[cH:8][cH:9][cH:10][cH:11][cH:12]2)[o:6]1.